From a dataset of the Open Reaction Database (ORD), a public repository of structured organic reaction records. describe an organic reaction: reactants, conditions, products, and yield Reactants: Brc1ccc(Br)nc1, CCOC(C)=O, [H-], [Na+], CN(C)C=O, OCCN1CCCC1. The product is Brc1ccc(OCCN2CCCC2)nc1. Reaction SMILES: [Br:11][c:12]1[n:13][cH:14][c:15]([Br:18])[cH:16][cH:17]1.[CH3:24][CH2:25][O:26][C:27]([CH3:28])=[O:29].[H-:2].[Na+:1].[O:19]=[CH:20][N:21]([CH3:22])[CH3:23].[OH:3][CH2:4][CH2:5][N:6]1[CH2:7][CH2:8][CH2:9][CH2:10]1>>[O:3]([CH2:4][CH2:5][N:6]1[CH2:7][CH2:8][CH2:9][CH2:10]1)[c:12]1[n:13][cH:14][c:15]([Br:18])[cH:16][cH:17]1. Starting materials: O1C(CCCC1)OCCC1=CC=C(C=C1)O (4-(2-tetrahydropyran-2-yloxyethyl)phenol), CC=1NC(=C(C(C1C(=O)OC)C1=CC(=CC=C1)[N+](=O)[O-])C(=O)OCCCBr)C (2,6-dimethyl-3-carbomethoxy-4-(3-nitrophenyl)-5-(3-bromopropoxycarbonyl)-1,4-dihydropyridine), C(=O)([O-])[O-].[K+].[K+] (K2CO3). The solvent is CC(=O)C (acetone). The product is CC=1NC(=C(C(C1C(=O)OC)C1=CC(=CC=C1)[N+](=O)[O-])C(=O)OCCCOC1=CC=C(C=C1)CCOC1OCCCC1)C (2,6-dimethyl-3-carbomethoxy-4-(3-nitrophenyl)-5-(3-[4-(2-tetrahydropyran-2-yloxyethyl)phenoxy]propoxycarbonyl)-1,4-dihydropyridine). As a reaction SMILES: [O:1]1[CH2:6][CH2:5][CH2:4][CH2:3][CH:2]1[O:7][CH2:8][CH2:9][C:10]1[CH:15]=[CH:14][C:13]([OH:16])=[CH:12][CH:11]=1.[CH3:17][C:18]1[NH:19][C:20]([CH3:44])=[C:21]([C:37]([O:39][CH2:40][CH2:41][CH2:42]Br)=[O:38])[CH:22]([C:28]2[CH:33]=[CH:32][CH:31]=[C:30]([N+:34]([O-:36])=[O:35])[CH:29]=2)[C:23]=1[C:24]([O:26][CH3:27])=[O:25].C([O-])([O-])=O.[K+].[K+]>CC(C)=O>[CH3:17][C:18]1[NH:19][C:20]([CH3:44])=[C:21]([C:37]([O:39][CH2:40][CH2:41][CH2:42][O:16][C:13]2[CH:12]=[CH:11][C:10]([CH2:9][CH2:8][O:7][CH:2]3[CH2:3][CH2:4][CH2:5][CH2:6][O:1]3)=[CH:15][CH:14]=2)=[O:38])[CH:22]([C:28]2[CH:33]=[CH:32][CH:31]=[C:30]([N+:34]([O-:36])=[O:35])[CH:29]=2)[C:23]=1[C:24]([O:26][CH3:27])=[O:25] |f:2.3.4|. Reported procedure: 4-(2-Tetrahydropyran-2-yloxyethyl)phenol (9, 72.1 g, 0.32 mol) was added to a solution of 2,6-dimethyl-3-carbomethoxy-4-(3-nitrophenyl)-5-(3-bromopropoxycarbonyl)-1,4-dihydropyridine (12, 105 g, 0.23 mol) and K2CO3 (48 g, 0.35 mol) in acetone (700 mL), and the mixture heated at reflux overnight. After cooling, the solid was filtered, the solvent removed under reduced pressure, and the residue solubilised in CH2Cl2 (1 L). The organic layer was washed with 10% NaOH (2×100 mL) and water (2×100 mL) ... The reactants are O=C(O)CCOc1ccc([N+](=O)[O-])cc1, O=S(=O)(O)O. Yields the product O=C1CCOc2ccc([N+](=O)[O-])cc21. RXN SMILES: [N+:1](=[O:2])([O-:3])[c:4]1[cH:5][cH:6][c:7]([O:8][CH2:9][CH2:10][C:11](=[O:12])[OH:13])[cH:14][cH:15]1.[S:16](=[O:17])(=[O:18])([OH:19])[OH:20]>>[N+:1](=[O:2])([O-:3])[c:4]1[cH:5][c:6]2[c:7]([cH:14][cH:15]1)[O:8][CH2:9][CH2:10][C:11]2=[O:13]. The reactants are ClCCl, Cl, CC(=O)Nc1nc(C(=O)Oc2ccc(CCOC(=O)NNC(=O)OC(C)(C)C)cc2)cs1, C1COCCO1. The product is Cl, CC(=O)Nc1nc(C(=O)Oc2ccc(CCOC(=O)NN)cc2)cs1. As a reaction SMILES: [Cl:40][CH2:41][Cl:42].[ClH:39].[NH:1]([NH:2][C:3]([O:4][C:5]([CH3:6])([CH3:7])[CH3:8])=[O:9])[C:10](=[O:11])[O:12][CH2:13][CH2:14][c:15]1[cH:16][cH:17][c:18]([O:21][C:22](=[O:23])[c:24]2[n:25][c:26]([NH:29][C:30]([CH3:31])=[O:32])[s:27][cH:28]2)[cH:19][cH:20]1.[O:33]1[CH2:34][CH2:35][O:36][CH2:37][CH2:38]1>>[ClH:39].[NH:1]([NH2:2])[C:10](=[O:11])[O:12][CH2:13][CH2:14][c:15]1[cH:16][cH:17][c:18]([O:21][C:22](=[O:23])[c:24]2[n:25][c:26]([NH:29][C:30]([CH3:31])=[O:32])[s:27][cH:28]2)[cH:19][cH:20]1.